This data is from the Open Reaction Database (ORD), a public repository of structured organic reaction records. The task is: describe an organic reaction: reactants, conditions, products, and yield Reactants: CCCC[N+](CCCC)(CCCC)CCCC, CCOC(C)=O, [F-], C1CCOC1, O, CC(C)c1ccc2c(Nc3cc(C(=O)Nc4ccc(Br)cn4)ccc3Sc3ccc(NC(=O)OCC4c5ccccc5-c5ccccc54)cc3)ncnc2n1. Yields the product CC(C)c1ccc2c(Nc3cc(C(=O)Nc4ccc(Br)cn4)ccc3Sc3ccc(N)cc3)ncnc2n1. RXN SMILES: [CH3:62][CH2:63][CH2:64][CH2:65][N+:66]([CH2:67][CH2:68][CH2:69][CH3:70])([CH2:71][CH2:72][CH2:73][CH3:74])[CH2:75][CH2:76][CH2:77][CH3:78].[CH3:80][CH2:81][O:82][C:83]([CH3:84])=[O:85].[F-:61].[O:56]1[CH2:57][CH2:58][CH2:59][CH2:60]1.[OH2:79].[cH:1]1[c:2]2[c:14]([cH:15][cH:16][cH:55]1)-[c:9]1[c:8]([cH:13][cH:12][cH:11][cH:10]1)[CH:3]2[CH2:4][O:5][C:6](=[O:7])[NH:17][c:18]1[cH:19][cH:20][c:21]([S:24][c:25]2[c:26]([NH:41][c:42]3[c:43]4[c:44]([n:45][cH:46][n:47]3)[n:48][c:49]([CH:52]([CH3:53])[CH3:54])[cH:50][cH:51]4)[cH:27][c:28]([C:31]([NH:32][c:33]3[n:34][cH:35][c:36]([Br:39])[cH:37][cH:38]3)=[O:40])[cH:29][cH:30]2)[cH:22][cH:23]1>>[NH2:17][c:18]1[cH:19][cH:20][c:21]([S:24][c:25]2[c:26]([NH:41][c:42]3[c:43]4[c:44]([n:45][cH:46][n:47]3)[n:48][c:49]([CH:52]([CH3:53])[CH3:54])[cH:50][cH:51]4)[cH:27][c:28]([C:31]([NH:32][c:33]3[n:34][cH:35][c:36]([Br:39])[cH:37][cH:38]3)=[O:40])[cH:29][cH:30]2)[cH:22][cH:23]1. Reactants: FC1=C(C=C2C=CC=NC2=C1)CN1N=NC2=NC=C(N=C21)C(C)=O (1-[3-(7-Fluoro-quinolin-6-ylmethyl)-3H-[1,2,3]triazolo[4,5-b]pyrazin-5-yl]-ethanone), Cl.N1C[C@H](CC1)ON ((S)—O-pyrrolidin-3-yl-hydroxylamine hydrochloride). The product is N1C[C@H](CC1)O\N=C(/C)\C1=CN=C2C(=N1)N(N=N2)CC=2C=C1C=CC=NC1=CC2F ((S,E)-1-(1-((7-Fluoroquinolin-6-yl)methyl)-1H-[1,2,3]triazolo[4,5-b]pyrazin-6-yl)ethanone O-pyrrolidin-3-yl oxime). Isolated yield 75.9%. Reaction SMILES: [F:1][C:2]1[CH:11]=[C:10]2[C:5]([CH:6]=[CH:7][CH:8]=[N:9]2)=[CH:4][C:3]=1[CH2:12][N:13]1[C:21]2[C:16](=[N:17][CH:18]=[C:19]([C:22](=O)[CH3:23])[N:20]=2)[N:15]=[N:14]1.Cl.[NH:26]1[CH2:30][CH2:29][C@H:28]([O:31][NH2:32])[CH2:27]1>>[NH:26]1[CH2:30][CH2:29][C@H:28]([O:31]/[N:32]=[C:22](/[C:19]2[N:20]=[C:21]3[N:13]([CH2:12][C:3]4[CH:4]=[C:5]5[C:10](=[CH:11][C:2]=4[F:1])[N:9]=[CH:8][CH:7]=[CH:6]5)[N:14]=[N:15][C:16]3=[N:17][CH:18]=2)\[CH3:23])[CH2:27]1 |f:1.2|. Reported procedure: The title compound (37.0 mg, 70%) was synthesized from 1-[3-(7-fluoro-quinolin-6-ylmethyl)-3H-[1,2,3]triazolo[4,5-b]pyrazin-5-yl]-ethanone (15.4) (40.0 mg, 0.12 mmol) and (S)—O-pyrrolidin-3-yl-hydroxylamine hydrochloride (30.0 mg, 0.17 mmol) using the same procedure as described in the synthesis of example 15. 1H-NMR (400 MHz, DMSO-d6) δ ppm 9.30 (s, 1H), 8.92 (dd, 1H), 8.41 (dd, 1H), 8.18 (d, 1H), 7.82 (d, 1H), 7.53 (dd, 1H), 6.23 (s, 2H), 4.95 (m, 1H), 3.16-2.87 (m, 3H), 2.77-2.71 (m, 1H), 2.2... Reactants: CCCc1c(OCCCBr)ccc(C(C)=O)c1O, Cc1ccccc1, c1ccc(P(c2ccccc2)c2ccccc2)cc1. Product: [Br-], CCCc1c(OCCC[P+](c2ccccc2)(c2ccccc2)c2ccccc2)ccc(C(C)=O)c1O. RXN SMILES: [C:1]([CH3:2])(=[O:3])[c:4]1[c:5]([OH:18])[c:6]([CH2:15][CH2:16][CH3:17])[c:7]([O:8][CH2:9][CH2:10][CH2:11][Br:12])[cH:13][cH:14]1.[CH3:38][c:39]1[cH:40][cH:41][cH:42][cH:43][cH:44]1.[c:19]1([P:25]([c:26]2[cH:27][cH:28][cH:29][cH:30][cH:31]2)[c:32]2[cH:33][cH:34][cH:35][cH:36][cH:37]2)[cH:20][cH:21][cH:22][cH:23][cH:24]1>>[Br-:12].[C:1]([CH3:2])(=[O:3])[c:4]1[c:5]([OH:18])[c:6]([CH2:15][CH2:16][CH3:17])[c:7]([O:8][CH2:9][CH2:10][CH2:11][P+:25]([c:19]2[cH:20][cH:21][cH:22][cH:23][cH:24]2)([c:26]2[cH:27][cH:28][cH:29][cH:30][cH:31]2)[c:32]2[cH:33][cH:34][cH:35][cH:36][cH:37]2)[cH:13][cH:14]1. Starting materials: ClC1=NC=CC(=C1N)C (2-chloro-4-methylpyridin-3-amine), C(=S)(Cl)Cl (thiophosgene), C(C)N(C(C)C)C(C)C (N-ethyl di-isopropyl amine). The solvent is C(Cl)Cl (DCM). The product is ClC1=NC=CC(=C1N=C=S)C (2-chloro-3-isothiocyanato-4-methylpyridine). Isolated yield 17.4%. RXN SMILES: [Cl:1][C:2]1[C:7]([NH2:8])=[C:6]([CH3:9])[CH:5]=[CH:4][N:3]=1.[C:10](Cl)(Cl)=[S:11].C(N(C(C)C)C(C)C)C>C(Cl)Cl>[Cl:1][C:2]1[C:7]([N:8]=[C:10]=[S:11])=[C:6]([CH3:9])[CH:5]=[CH:4][N:3]=1. Procedure details: The title compound was prepared following the procedure described for Intermediate-2 using 2-chloro-4-methylpyridin-3-amine (4.0 g, 28 mmol), thiophosgene (3.2 g, 28 mmol), N-ethyl di-isopropyl amine (5 mL) in DCM (20 mL) to afford 0.900 g of the desired product. The reactants are C(C)(=O)O[C@@H]1C[C@@H]2CC[C@H]3[C@@H]4C[C@@H]([C@](C(C)=O)([C@]4(CC[C@@H]3[C@]2(CC1)C)C)O)C (3β-Acetoxy-17α-hydroxy-16β-methyl-5α-pregnan-20-one), 1g, C(C)(=O)OC(C)=O (acetic anhydride), FF (fluorine), four, FF (fluorine), FC(C(=O)[O-])(F)F.[Na+] (sodium trifluoroacetate), FC(C(=O)[O-])(F)F.[Na+] (sodium trifluoroacetate), S(=S)(=O)([O-])[O-].[Na+].[Na+] (sodium thiosulphate). The solvent is FC(Cl)(Cl)Cl (fluorotrichloromethane), N1=CC=CC=C1 (pyridine), C(Cl)(Cl)Cl (chloroform). Product: C(C)(=O)O[C@@H]1C[C@@H]2CC[C@H]3[C@@H]4C[C@@H]([C@](C(C)=O)([C@]4(CC[C@@]3([C@]2(CC1)C)F)C)O)C (3β-acetoxy-9α-fluoro-17α-hydroxy-16β-methyl-5α-pregnan-20-one). The yield is 50.0%. Reaction SMILES: [C:1]([O:4][C@H:5]1[CH2:24][CH2:23][C@@:22]2([CH3:25])[C@@H:7]([CH2:8][CH2:9][C@@H:10]3[C@@H:21]2[CH2:20][CH2:19][C@@:18]2([CH3:26])[C@H:11]3[CH2:12][C@H:13]([CH3:28])[C@:14]2([OH:27])[C:15](=[O:17])[CH3:16])[CH2:6]1)(=[O:3])[CH3:2].C(OC(=O)C)(=O)C.[F:36]C(F)(F)C([O-])=O.[Na+].FF.S([O-])([O-])(=O)=S.[Na+].[Na+]>N1C=CC=CC=1.FC(Cl)(Cl)Cl.C(Cl)(Cl)Cl>[C:1]([O:4][C@H:5]1[CH2:24][CH2:23][C@@:22]2([CH3:25])[C@@H:7]([CH2:8][CH2:9][C@@H:10]3[C@:21]2([F:36])[CH2:20][CH2:19][C@@:18]2([CH3:26])[C@H:11]3[CH2:12][C@H:13]([CH3:28])[C@:14]2([OH:27])[C:15](=[O:17])[CH3:16])[CH2:6]1)(=[O:3])[CH3:2] |f:2.3,5.6.7|. Reported procedure: 3β-Acetoxy-17α-hydroxy-16β-methyl-5α-pregnan-20-one (1g, prepared by treatment of the corresponding 3β-ol with acetic anhydride in pyridine) was dissolved in fluorotrichloromethane (250 ml) and chloroform (200 ml) containing sodium trifluoroacetate (ca. 2g) and sodium fluoride (ca. 2g). The resulting solution was cooled to -78° and vigourously stirred, whereupon fluorine from four 750 cc bottles (8-10% v/v fluorine in nitrogen) was added over 9-10 hours. The reaction solution was then poured int... Starting materials: COC=1C=C(C(=O)N2CC(CC2)(CCOS(=O)(=O)C)C=2C=NC=CC2)C=C(C1OC)OC (1-(3,4,5-trimethoxybenzoyl)-3-(pyrid-3-yl)-3-(2-methanesulfonyloxyethyl)pyrrolidine), C(C)OCCN1C(=NC2=C1C=CC=C2)NC2CCNCC2 ((1-(2-ethoxyethyl)-1H-benzimidazol-2-yl)(piperidin-4-yl)amine). Product: COC=1C=C(C(=O)N2CC(CC2)(C=2C=NC=CC2)CCN2CCC(CC2)NC2=NC3=C(N2CCOCC)C=CC=C3)C=C(C1OC)OC (1-(3,4,5-trimethoxybenzoyl)-3-(2-(4-(1-(2-ethoxyethyl)-1H-benzimidazol-2-yl-amino)piperidin-1-yl)ethyl)-3-(pyrid-3-yl)pyrrolidine). RXN SMILES: [CH3:1][O:2][C:3]1[CH:4]=[C:5]([CH:26]=[C:27]([O:31][CH3:32])[C:28]=1[O:29][CH3:30])[C:6]([N:8]1[CH2:12][CH2:11][C:10]([C:20]2[CH:21]=[N:22][CH:23]=[CH:24][CH:25]=2)([CH2:13][CH2:14]OS(C)(=O)=O)[CH2:9]1)=[O:7].[CH2:33]([O:35][CH2:36][CH2:37][N:38]1[C:42]2[CH:43]=[CH:44][CH:45]=[CH:46][C:41]=2[N:40]=[C:39]1[NH:47][CH:48]1[CH2:53][CH2:52][NH:51][CH2:50][CH2:49]1)[CH3:34]>>[CH3:32][O:31][C:27]1[CH:26]=[C:5]([CH:4]=[C:3]([O:2][CH3:1])[C:28]=1[O:29][CH3:30])[C:6]([N:8]1[CH2:12][CH2:11][C:10]([CH2:13][CH2:14][N:51]2[CH2:50][CH2:49][CH:48]([NH:47][C:39]3[N:38]([CH2:37][CH2:36][O:35][CH2:33][CH3:34])[C:42]4[CH:43]=[CH:44][CH:45]=[CH:46][C:41]=4[N:40]=3)[CH2:53][CH2:52]2)([C:20]2[CH:21]=[N:22][CH:23]=[CH:24][CH:25]=2)[CH2:9]1)=[O:7]. Reported procedure: Prepare by the method of Example 1.6 using 1-(3,4,5-trimethoxybenzoyl)-3-(pyrid-3-yl)-3-(2-methanesulfonyloxyethyl)pyrrolidine and (1-(2-ethoxyethyl)-1H-benzimidazol-2-yl)(piperidin-4-yl)amine to give the title compound.